This data is from the Open Reaction Database (ORD), a public repository of structured organic reaction records. The task is: describe an organic reaction: reactants, conditions, products, and yield Starting materials: ClC=1C=C(\C=C\2/C(NC3=CC=CC=C23)=O)C=CC1 (Z-3-(3-chloro-benzylidene)-1,3-dihydro-indol-2-one), FC=1C=CC(=C(C1)C=NC(=C)O[Si](C)(C)C)C (1-(5-fluoro-2-methylphenyl)-3-trimethylsilyoxy-2-aza-1,3-butadiene). The solvent is C1(=CC=CC=C1)C (toluene). Yields the product ClC=1C=C(C=CC1)C1C2(C(NC(C1)=O)C1=C(C=CC(=C1)F)C)C(NC1=CC=CC=C12)=O (racemic (2′R,3R,4′S)-4′-(3-chlorophenyl)-2′-(5-fluoro-2-methylphenyl)spiro[3H-indole-3,3′-piperidine]-2,6′(1H)-dione). The yield is 15.0%. As a reaction SMILES: [Cl:1][C:2]1[CH:3]=[C:4]([CH:16]=[CH:17][CH:18]=1)/[CH:5]=[C:6]1\[C:7](=[O:15])[NH:8][C:9]2[C:14]\1=[CH:13][CH:12]=[CH:11][CH:10]=2.[F:19][C:20]1[CH:21]=[CH:22][C:23]([CH3:35])=[C:24]([CH:26]=[N:27][C:28]([O:30][Si](C)(C)C)=[CH2:29])[CH:25]=1>C1(C)C=CC=CC=1>[Cl:1][C:2]1[CH:3]=[C:4]([CH:5]2[CH2:29][C:28](=[O:30])[NH:27][CH:26]([C:24]3[CH:25]=[C:20]([F:19])[CH:21]=[CH:22][C:23]=3[CH3:35])[C:6]32[C:14]2[C:9](=[CH:10][CH:11]=[CH:12][CH:13]=2)[NH:8][C:7]3=[O:15])[CH:16]=[CH:17][CH:18]=1. Procedure: In a manner similar to the method described in example 1c, E/Z-3-(3-chloro-benzylidene)-2-oxo-2,3-dihydro-indole (0.4 g, 1.10 mmol) prepared in example 169a was reacted with 1-(5-fluoro-2-methylphenyl)-3-trimethylsilyoxy-2-aza-1,3-butadiene prepared in example 36a, in toluene to give racemic (2′R,3R,4′S)-4′-(3-chlorophenyl)-2′-(5-fluoro-2-methylphenyl)spiro[3H-indole-3,3′-piperidine]-2,6′(1H)-dione as a white solid (Yield 0.08 g, 15%). Reactants: O=C(c1ccc(F)cc1)c1nc2cc(OCc3ccccc3)ccc2c(=O)[nH]1, CN(C)C=O, O=P(Cl)(Cl)Cl. Yields the product O=C(c1ccc(F)cc1)c1nc(Cl)c2ccc(OCc3ccccc3)cc2n1. As a reaction SMILES: [CH2:6]([c:7]1[cH:8][cH:9][cH:10][cH:11][cH:12]1)[O:13][c:14]1[cH:15][cH:16][c:17]2[c:18](=[O:33])[nH:19][c:20]([C:24]([c:25]3[cH:26][cH:27][c:28]([F:31])[cH:29][cH:30]3)=[O:32])[n:21][c:22]2[cH:23]1.[O:34]=[CH:35][N:36]([CH3:37])[CH3:38].[P:1]([Cl:2])([Cl:3])([Cl:4])=[O:5]>>[Cl:3][c:18]1[c:17]2[cH:16][cH:15][c:14]([O:13][CH2:6][c:7]3[cH:8][cH:9][cH:10][cH:11][cH:12]3)[cH:23][c:22]2[n:21][c:20]([C:24]([c:25]2[cH:26][cH:27][c:28]([F:31])[cH:29][cH:30]2)=[O:32])[n:19]1. Procedure: To a solution of 4-[(trimethylsilyl)ethynyl]benzenesulfonamide prepared as in Step 1 (1.69 g, 3.13 mmole) in anhydrous THF under a N2 atmosphere was added TBAF (10 mL-1.0 M in THF, 10 mmole) and the resulting mixture was stirred at room temperature. When silica TLC (1:1 hexanes:EtOAc) indicated the reaction was complete, 10% HCl and EtOAc were added. The EtOAc layer was separated, washed twice with H2O, aqueous NH4Cl, dried over Na2SO4 and concentrated in vacuo to give 0.748 g (62% yield) of the... The product is C(#C)C1=CC=C(C=C1)S(=O)(=O)N (4-ethvnylbenzenesulfonamide). Run in hexanes, C1CCOC1 (THF). Yield: 62.0%. The reactants are C[Si](C)(C)C#CC1=CC=C(C=C1)S(=O)(=O)N (4-[(trimethylsilyl)ethynyl]benzenesulfonamide), CCCC[N+](CCCC)(CCCC)CCCC.[F-] (TBAF), CCOC(=O)C (EtOAc), Cl (HCl), CCOC(=O)C (EtOAc). Reaction SMILES: C[Si]([C:5]#[C:6][C:7]1[CH:12]=[CH:11][C:10]([S:13]([NH2:16])(=[O:15])=[O:14])=[CH:9][CH:8]=1)(C)C.CCCC[N+](CCCC)(CCCC)CCCC.[F-].CCOC(C)=O.Cl>C1COCC1>[C:6]([C:7]1[CH:8]=[CH:9][C:10]([S:13]([NH2:16])(=[O:14])=[O:15])=[CH:11][CH:12]=1)#[CH:5] |f:1.2|. Reactants: suspension, O.N (ammonia water), CC1=C(C#N)C=C(C=C1)C1=CC=CC=C1 (2-methyl-5-phenylbenzonitrile), Example 1 ( 2 ). The reagents and catalysts are [Ni] (Raney nickel). Solvent: O (water), O1CCOCC1 (1,4-dioxane), C(C)O (ethanol). Conditions: time 8 hour. The product is CC1=C(CN)C=C(C=C1)C1=CC=CC=C1 (2-methyl-5-phenylbenzylamine). Isolated yield 82.6%. Reaction SMILES: [CH3:1][C:2]1[CH:9]=[CH:8][C:7]([C:10]2[CH:15]=[CH:14][CH:13]=[CH:12][CH:11]=2)=[CH:6][C:3]=1[C:4]#[N:5].O.N>O1CCOCC1.C(O)C.[Ni].O>[CH3:1][C:2]1[CH:9]=[CH:8][C:7]([C:10]2[CH:15]=[CH:14][CH:13]=[CH:12][CH:11]=2)=[CH:6][C:3]=1[CH2:4][NH2:5] |f:1.2|. Procedure: 1.0 g (5.17 mmol) of 2-methyl-5-phenylbenzonitrile (produced in the same manner as in the above-mentioned Reference Production Example 1 (2)) was dissolved in a mixed solvent of 8 ml of 1,4-dioxane and 8 ml of ethanol, and to this solution was added 1.0 g of a suspension of 2 ml of 28 wt % ammonia water and Raney nickel W2 (manufactured by Aldrich; 50 wt % in water). This mixture was stirred for 8 hours at room temperature under hydrogen atmosphere, then, filtrated through celite, and the celite... The reactants are ClN1C(CCC1=O)=O (N-chlorosuccinimide), C1(CCC(N1)=O)=O (succinimide), C1(CCCCC1)C1=CC(=C(C=C1)CC(=O)O)O (4-cyclohexyl-2-hydroxy-phenylacetic acid). The solvent is C(Cl)Cl (methylene chloride). Product: ClC=1C(=CC(=C(C1)CC(=O)O)O)C1CCCCC1 (5-Chloro-4-cyclohexyl-2-hydroxyphenylacetic acid). RXN SMILES: [Cl:1]N1C(=O)CCC1=O.C1(=O)NC(=O)CC1.[CH:16]1([C:22]2[CH:27]=[CH:26][C:25]([CH2:28][C:29]([OH:31])=[O:30])=[C:24]([OH:32])[CH:23]=2)[CH2:21][CH2:20][CH2:19][CH2:18][CH2:17]1>C(Cl)Cl>[Cl:1][C:27]1[C:22]([CH:16]2[CH2:17][CH2:18][CH2:19][CH2:20][CH2:21]2)=[CH:23][C:24]([OH:32])=[C:25]([CH2:28][C:29]([OH:31])=[O:30])[CH:26]=1. Procedure details: 3.54 g of N-chlorosuccinimide and 5.25 g of succinimide are added to a solution of 6.2 g of 4-cyclohexyl-2-hydroxy-phenylacetic acid in 200 ml of dry methylene chloride and the mixture left to react for 5 days at room temperature. The clear reaction solution is washed twice with 1 N hydrochloric acid and once with water, dried and evaporated. The white crystalline residue can either be worked up directly or purified by recrystallization from methylene chloride/petroleum ether. The reactants are Cl.Cl.FC=1C=C(C=CC1OC)CCNCCCCCCNCCC1=CC=CC=C1 (N-[2-(3-Fluoro-4-methoxyphenyl)ethyl]-N'-(2-phenylethyl)-1,6-hexanediamine dihydrochloride), Br (hydrobromic acid). Reagents/catalysts: [PH2](=O)O (hypophosphorous acid). Product: Br.Br.FC1=C(C=CC(=C1)CCNCCCCCCNCCC1=CC=CC=C1)O (2-Fluoro-4-[2-[6-(2-phenylethylamino)hexylamino]ethyl]phenol dihydrobromide). RXN SMILES: Cl.Cl.[F:3][C:4]1[CH:5]=[C:6]([CH2:12][CH2:13][NH:14][CH2:15][CH2:16][CH2:17][CH2:18][CH2:19][CH2:20][NH:21][CH2:22][CH2:23][C:24]2[CH:29]=[CH:28][CH:27]=[CH:26][CH:25]=2)[CH:7]=[CH:8][C:9]=1[O:10]C.[BrH:30]>[PH2](O)=O>[BrH:30].[BrH:30].[F:3][C:4]1[CH:5]=[C:6]([CH2:12][CH2:13][NH:14][CH2:15][CH2:16][CH2:17][CH2:18][CH2:19][CH2:20][NH:21][CH2:22][CH2:23][C:24]2[CH:25]=[CH:26][CH:27]=[CH:28][CH:29]=2)[CH:7]=[CH:8][C:9]=1[OH:10] |f:0.1.2,5.6.7|. Procedure details: The product from step (b) (1.8 g) in 48% hydrobromic acid (18 ml) containing hypophosphorous acid (10 drops) was boiled at reflux under nitrogen for 5.5 hr. The solid which separated on cooling the solution was collected and recrystallised from water giving the dihydrobromide salt of the title compound as colourless needles (1.3 g) mp 240.5°-242°-5°.